This data is from the Open Reaction Database (ORD), a public repository of structured organic reaction records. The task is: describe an organic reaction: reactants, conditions, products, and yield Procedure details: 4-[7-(2-Chlorophenyl)-3-carboxymethyl-1-methyl-2,6-dioxo-2,3,6,7-tetrahydro-1H-purin-8-yl]piperazine-1-carboxylic acid tert-butyl ester (26 mg) was dissolved in trifluoroacetic acid, and was concentrated. The residue was purified by reversed phase high performance liquid chromatography to give 10.73 mg of the title compound. Yields the product FC(C(=O)O)(F)F.ClC1=C(C=CC=C1)N1C(=NC=2N(C(N(C(C12)=O)C)=O)CC(=O)O)N1CCNCC1 ([7-(2-Chlorophenyl)-1-methyl-2,6-dioxo-8-(piperazin-1-yl)-1,2,6,7-tetrahydropurin-3-yl]acetic acid trifluoroacetate). The reactants are C(C)(C)(C)OC(=O)N1CCN(CC1)C1=NC=2N(C(N(C(C2N1C1=C(C=CC=C1)Cl)=O)C)=O)CC(=O)O (4-[7-(2-Chlorophenyl)-3-carboxymethyl-1-methyl-2,6-dioxo-2,3,6,7-tetrahydro-1H-purin-8-yl]piperazine-1-carboxylic acid tert-butyl ester), FC(C(=O)O)(F)F (trifluoroacetic acid). Reaction SMILES: C(OC([N:8]1[CH2:13][CH2:12][N:11]([C:14]2[N:22]([C:23]3[CH:28]=[CH:27][CH:26]=[CH:25][C:24]=3[Cl:29])[C:21]3[C:20](=[O:30])[N:19]([CH3:31])[C:18](=[O:32])[N:17]([CH2:33][C:34]([OH:36])=[O:35])[C:16]=3[N:15]=2)[CH2:10][CH2:9]1)=O)(C)(C)C.[F:37][C:38]([F:43])([F:42])[C:39]([OH:41])=[O:40]>>[F:37][C:38]([F:43])([F:42])[C:39]([OH:41])=[O:40].[Cl:29][C:24]1[CH:25]=[CH:26][CH:27]=[CH:28][C:23]=1[N:22]1[C:21]2[C:20](=[O:30])[N:19]([CH3:31])[C:18](=[O:32])[N:17]([CH2:33][C:34]([OH:36])=[O:35])[C:16]=2[N:15]=[C:14]1[N:11]1[CH2:12][CH2:13][NH:8][CH2:9][CH2:10]1 |f:2.3|. Reactants: COC(=O)C1=C2N(C=NC2=NC(=N1)C1=C(C(=C(C=C1)Cl)OC)F)C (2-(4-Chloro-2-fluoro-3-methoxyphenyl)-7-methyl-7H-purine-6-carboxylic acid methyl ester), Cl (HCl), C(C)(=O)OCC (ethyl acetate). Solvent: [OH-].[Na+] (sodium hydroxide). The product is NC1=C(C(=NC(=N1)C1=C(C(=C(C=C1)Cl)OC)F)C(=O)O)NC (6-Amino-2-(4-chloro-2-fluoro-3-methoxyphenyl)-5-methylaminopyrimidine-4-carboxylic acid). Isolated yield 53.7%. RXN SMILES: C[O:2][C:3]([C:5]1[N:13]=[C:12]([C:14]2[CH:19]=[CH:18][C:17]([Cl:20])=[C:16]([O:21][CH3:22])[C:15]=2[F:23])[N:11]=[C:10]2[C:6]=1[N:7](C)[CH:8]=[N:9]2)=[O:4].Cl.C(OCC)(=O)C>[OH-].[Na+]>[NH2:9][C:10]1[N:11]=[C:12]([C:14]2[CH:19]=[CH:18][C:17]([Cl:20])=[C:16]([O:21][CH3:22])[C:15]=2[F:23])[N:13]=[C:5]([C:3]([OH:4])=[O:2])[C:6]=1[NH:7][CH3:8] |f:3.4|. Procedure: 2-(4-Chloro-2-fluoro-3-methoxyphenyl)-7-methyl-7H-purine-6-carboxylic acid methyl ester (200 mg, 0.57 mmol) was slurried in 2M sodium hydroxide (10 mL) and heated at reflux for 2 h. After cooling, the pH was adjusted to 4 with 1M HCl. The precipitated solid was dissolved by shaking the mixture with two portions of ethyl acetate (45 mL each). The combined organic phases were washed with brine, dried and evaporated to give the title compound (100 mg, 53% yield): 1H NMR (DMSO-d6) δ 7.62 (dd, 1H), 7... Starting materials: C(C)C1=NC(=C(C(=C1C(=O)OC)C1=CC=C(C=C1)F)CO)CC (2,6-diethyl-4-(4-fluorophenyl)-5-(hydroxymethyl)-3-pyridinecarboxylic acid, methyl ester), O1CCCC=C1 (dihydropyran), C1(=CC=C(C=C1)S(=O)(=O)O)C (p-toluene sulfonic acid). Solvent: ClCCl (dichloromethane). Product: C(C)C1=NC(=C(C(=C1C(=O)OC)C1=CC=C(C=C1)F)COC1OCCCC1)CC (2,6-Diethyl-4-(4-fluorophenyl)-5-[[(tetrahydro-2H-pyran-2-yl)oxy]methyl]-3-pyridinecarboxylic acid, methyl ester). Isolated yield 87.8%. Reaction SMILES: [CH2:1]([C:3]1[C:8]([C:9]([O:11][CH3:12])=[O:10])=[C:7]([C:13]2[CH:18]=[CH:17][C:16]([F:19])=[CH:15][CH:14]=2)[C:6]([CH2:20][OH:21])=[C:5]([CH2:22][CH3:23])[N:4]=1)[CH3:2].[O:24]1[CH:29]=[CH:28][CH2:27][CH2:26][CH2:25]1.C1(C)C=CC(S(O)(=O)=O)=CC=1>ClCCl>[CH2:1]([C:3]1[C:8]([C:9]([O:11][CH3:12])=[O:10])=[C:7]([C:13]2[CH:14]=[CH:15][C:16]([F:19])=[CH:17][CH:18]=2)[C:6]([CH2:20][O:21][CH:25]2[CH2:26][CH2:27][CH2:28][CH2:29][O:24]2)=[C:5]([CH2:22][CH3:23])[N:4]=1)[CH3:2]. Reported procedure: A solution of 2,6-diethyl-4-(4-fluorophenyl)-5-(hydroxymethyl)-3-pyridinecarboxylic acid, methyl ester (10.0 g, 0.0315 mol), dihydropyran (4.3 ml, 0.0473 mol) and 6.17 g of p-toluene sulfonic acid was stirred (25° C.) for 24 hours, taken up in dichloromethane (400 ml), washed with saturated NaHCO3 (1×170 ml), washed with brine (1×170 ml), dried (MgSO4), and chromatographed on silica (85:15 hexane:ethyl acetate) to yield 11.1 g of the title compound.